From a dataset of the Open Reaction Database (ORD), a public repository of structured organic reaction records. describe an organic reaction: reactants, conditions, products, and yield The reactants are S(O)(O)(=O)=O (sulfuric acid), COC1=CC=CC=C1 (methoxybenzene), CCOCC (ether). Solvent: O (water), O (water). Run at temperature 50 celsius, time 12 hour. The product is COC1=C(C=CC=C1)S(=O)(=O)O (methoxybenzenesulfonic acid). Reaction SMILES: [S:1](=[O:5])(=O)([OH:3])[OH:2].[CH3:6][O:7][C:8]1[CH:13]=[CH:12][CH:11]=[CH:10][CH:9]=1.CCOCC>O>[CH3:6][O:7][C:8]1[CH:13]=[CH:12][CH:11]=[CH:10][C:9]=1[S:1]([OH:3])(=[O:5])=[O:2]. Procedure details: 560 g of 98% sulfuric acid was dropped into 600 g of methoxybenzene while stirring. Then, while the stirring was continued, the temperature was raised at 45 to 55° C., reacting for 12 hours. After the reaction, 500 g of distillation water was added. Then, 200 g of ether was added. The lower phase (water phase) of the two separated phases was taken, into which a step of distillation for condensation and addition of water was repeated twice, so as to obtain methoxybenzenesulfonic acid. As a result... Reaction SMILES: [Cl:1][C:2]1[CH:7]=[CH:6][CH:5]=[CH:4][C:3]=1[C:8]1[C:9]([C:35]([O:37]C)=[O:36])=[CH:10][CH:11]=[C:12]([CH2:14][N:15]2[C:19](=[O:20])[N:18]([CH2:21][C@H:22]([OH:27])[C:23]([F:26])([F:25])[F:24])[C:17]([C:28]3[CH:33]=[CH:32][C:31]([Cl:34])=[CH:30][CH:29]=3)=[N:16]2)[CH:13]=1.[OH-].[Na+]>>[Cl:1][C:2]1[CH:7]=[CH:6][CH:5]=[CH:4][C:3]=1[C:8]1[C:9]([C:35]([OH:37])=[O:36])=[CH:10][CH:11]=[C:12]([CH2:14][N:15]2[C:19](=[O:20])[N:18]([CH2:21][C@H:22]([OH:27])[C:23]([F:24])([F:25])[F:26])[C:17]([C:28]3[CH:29]=[CH:30][C:31]([Cl:34])=[CH:32][CH:33]=3)=[N:16]2)[CH:13]=1 |f:1.2|. Reactants: ClC1=C(C=CC=C1)C=1C(=CC=C(C1)CN1N=C(N(C1=O)C[C@@H](C(F)(F)F)O)C1=CC=C(C=C1)Cl)C(=O)OC (Methyl 2′-chloro-5-({3-(4-chlorophenyl)-5-oxo-4-[(2S)-3,3,3-trifluoro-2-hydroxypropyl]-4,5-dihydro-1H-1,2,4-triazol-1-yl}methyl)biphenyl-2-carboxylate), [OH-].[Na+] (sodium hydroxide). Yields the product ClC1=C(C=CC=C1)C=1C(=CC=C(C1)CN1N=C(N(C1=O)C[C@@H](C(F)(F)F)O)C1=CC=C(C=C1)Cl)C(=O)O (2′-Chloro-5-({3-(4-chlorophenyl)-5-oxo-4-[(2S)-3,3,3-trifluoro-2-hydroxypropyl]-4,5-dihydro-1H-1,2,4-triazol-1-yl}methyl)biphenyl-2-carboxylic acid). Procedure: Analogously to the preparation of Example 141, 218 mg (0.39 mmol) of the compound from Example 140 were reacted with 2 N aqueous sodium hydroxide solution. This gave 220 mg (quant.) of the target compound. Starting materials: OCC(C)(C)C1=CC=C(S1)C(=O)O (5-(2-hydroxy-1,1-dimethyl-ethyl)-thiophene-2-carboxylic acid), C(=O)([O-])[O-].[K+].[K+] (K2CO3), IC (iodomethane), O (H2O). Solvent: CN(C)C=O (DMF). Conditions: time 8 hour. Product: COC(=O)C=1SC(=CC1)C(CO)(C)C (5-(2-hydroxy-1,1-dimethyl-ethyl)-thiophene-2-carboxylic acid methyl ester). Yield: 82.9%. RXN SMILES: [OH:1][CH2:2][C:3]([C:6]1[S:10][C:9]([C:11]([OH:13])=[O:12])=[CH:8][CH:7]=1)([CH3:5])[CH3:4].[C:14]([O-])([O-])=O.[K+].[K+].IC.O>CN(C=O)C>[CH3:14][O:12][C:11]([C:9]1[S:10][C:6]([C:3]([CH3:4])([CH3:5])[CH2:2][OH:1])=[CH:7][CH:8]=1)=[O:13] |f:1.2.3|. Reported procedure: A solution of 5-(2-hydroxy-1,1-dimethyl-ethyl)-thiophene-2-carboxylic acid (0.495 g, 2.47 mmol) in DMF (12.0 mL) is treated with K2CO3 (0.515 g, 3.73 mmol), iodomethane (0.23 mL, 3.69 mmol), and stirred at rt overnight. The mixture is poured into H2O (25 mL) and extracted with EtOAc (3×25 mL). The combined extracts are washed with H2O, brine, dried over MgSO4, filtered, and concentrated. The residue is loaded onto silica gel and eluted with hexanes using a gradient of 0% to 75% EtOAc to give 5-(... Starting materials: OC(CN1C(=CC2=C(C(=CC=C12)C#N)C(F)(F)F)C)C (1-(2-Hydroxypropyl)-2-methyl-4-(trifluoromethyl)-1H-indole-5-carbonitrile), OC1=CC=C(C=C1)NC(C)=O (N-(4-hydroxyphenyl)acetamide). Product: C(#N)C=1C(=C2C=C(N(C2=CC1)CC(C)OC1=CC=C(C=C1)NC(C)=O)C)C(F)(F)F (N-[4-({2-[5-Cyano-2-methyl-4-(trifluoromethyl)-1H-indol-1-yl]-1-methylethyl}oxy)phenyl]acetamide). Reaction SMILES: [OH:1][CH:2]([CH3:20])[CH2:3][N:4]1[C:12]2[C:7](=[C:8]([C:15]([F:18])([F:17])[F:16])[C:9]([C:13]#[N:14])=[CH:10][CH:11]=2)[CH:6]=[C:5]1[CH3:19].O[C:22]1[CH:27]=[CH:26][C:25]([NH:28][C:29](=[O:31])[CH3:30])=[CH:24][CH:23]=1>>[C:13]([C:9]1[C:8]([C:15]([F:18])([F:16])[F:17])=[C:7]2[C:12](=[CH:11][CH:10]=1)[N:4]([CH2:3][CH:2]([O:1][C:22]1[CH:27]=[CH:26][C:25]([NH:28][C:29](=[O:31])[CH3:30])=[CH:24][CH:23]=1)[CH3:20])[C:5]([CH3:19])=[CH:6]2)#[N:14]. Procedure details: Synthesized as described in Example 139C using 1-(2-hydroxypropyl)-2-methyl-4-(trifluoromethyl)-1H-indole-5-carbonitrile (Example 335) and N-(4-hydroxyphenyl)acetamide: MS (ES) m/z 414 (M−1). Reactants: Cl.C(C)OC(=O)C1=C(NC2=CC=CC=C12)NC(=N)N (2-guanidinoindole-3-carboxylic acid ethyl ester hydrochloride), [OH-].[Na+] (sodium hydroxide), Cl (HCl). The solvent is O (water). Product: NC1NC(C=2C(=N1)N=C1C=CC=CC12)=O (2-amino-4-oxo-3H-indolo[2,3-d]pyrimidine). Isolated yield 80.1%. As a reaction SMILES: Cl.C([O:4][C:5]([C:7]1[C:15]2[C:10](=[CH:11][CH:12]=[CH:13][CH:14]=2)[NH:9][C:8]=1[NH:16][C:17]([NH2:19])=[NH:18])=O)C.[OH-].[Na+].Cl>O>[NH2:18][CH:17]1[N:16]=[C:8]2[N:9]=[C:10]3[C:15]([CH:14]=[CH:13][CH:12]=[CH:11]3)=[C:7]2[C:5](=[O:4])[NH:19]1 |f:0.1,2.3|. Procedure details: A mixture of 2-guanidinoindole-3-carboxylic acid ethyl ester hydrochloride (1.00 g, 3.5 mmol) and sodium hydroxide (1.5 g) in water (50 mL) is heated to gentle reflux for 6 hr followed by the addition of sufficient 5% HCl to adjust the solution to pH 1, and filtration of the resulting mixture through celite, washing the pad with water. The filtrate is extracted with ethyl acetate (3×25 mL), and then basified with solid sodium carbonate. The tan precipitate which slowly forms is collected by filt... Reaction SMILES: [C:1]([CH3:2])([CH3:3])([CH3:4])[O:5][C:6]([NH:7][n:8]1[c:9]([CH3:28])[n:10][c:11]([N:17]2[CH2:18][CH2:19][c:20]3[c:21]([cH:24][cH:25][cH:26][cH:27]3)[CH2:22][CH2:23]2)[c:12]([C:15]#[N:16])[c:13]1=[O:14])=[O:29].[C:33](=[O:34])([O-:35])[O-:36].[CH2:30]([CH3:31])[I:32].[CH3:39][N:40]([CH3:41])[CH:42]=[O:43].[K+:37].[K+:38]>>[C:1]([CH3:2])([CH3:3])([CH3:4])[O:5][C:6]([N:7]([n:8]1[c:9]([CH3:28])[n:10][c:11]([N:17]2[CH2:18][CH2:19][c:20]3[c:21]([cH:24][cH:25][cH:26][cH:27]3)[CH2:22][CH2:23]2)[c:12]([C:15]#[N:16])[c:13]1=[O:14])[CH2:30][CH3:31])=[O:29]. Reactants: Cc1nc(N2CCc3ccccc3CC2)c(C#N)c(=O)n1NC(=O)OC(C)(C)C, O=C([O-])[O-], CCI, CN(C)C=O, [K+], [K+]. Yields the product CCN(C(=O)OC(C)(C)C)n1c(C)nc(N2CCc3ccccc3CC2)c(C#N)c1=O.